From a dataset of the Open Reaction Database (ORD), a public repository of structured organic reaction records. describe an organic reaction: reactants, conditions, products, and yield Reactants: [OH-].[Na+] (sodium hydroxide), C(C)OC(C(C)(C)C1=NC=CC=C1OC=1C=NC2=C(C=CC=C2C1)F)=O (2-[3-(8-fluoro-quinolin-3-yloxy)-pyridin-2-yl]-2-methylpropionic acid ethyl ester), Cl (hydrochloric acid). Solvent: C(C)O (ethanol). Product: FC=1C=CC=C2C=C(C=NC12)OC=1C(=NC=CC1)C(C(=O)O)(C)C (2-[3-(8-fluoro-quinolin-3-yloxy)-pyridin-2-yl]-2-methylpropionic acid). Isolated yield 82.3%. As a reaction SMILES: C([O:3][C:4](=[O:26])[C:5]([C:8]1[C:13]([O:14][C:15]2[CH:16]=[N:17][C:18]3[C:23]([CH:24]=2)=[CH:22][CH:21]=[CH:20][C:19]=3[F:25])=[CH:12][CH:11]=[CH:10][N:9]=1)([CH3:7])[CH3:6])C.[OH-].[Na+].Cl>C(O)C>[F:25][C:19]1[CH:20]=[CH:21][CH:22]=[C:23]2[C:18]=1[N:17]=[CH:16][C:15]([O:14][C:13]1[C:8]([C:5]([CH3:7])([CH3:6])[C:4]([OH:26])=[O:3])=[N:9][CH:10]=[CH:11][CH:12]=1)=[CH:24]2 |f:1.2|. Procedure details: 0.33 g of 2-[3-(8-fluoro-quinolin-3-yloxy)-pyridin-2-yl]-2-methylpropionic acid ethyl ester were dissolved in 1 ml of ethanol. 2 ml of 4N aqueous sodium hydroxide solution were added thereto followed by heating to reflux for 48 hours. Subsequently, dilute hydrochloric acid was added thereto followed by extracting with ethyl acetate and distilling off the solvent of the organic layer to obtain 0.25 g of 2-[3-(8-fluoro-quinolin-3-yloxy)-pyridin-2-yl]-2-methylpropionic acid. Reactants: CC1(C2CCC(=C)C1C2)C (beta-pinene), CC(=CCCC(=C)C=C)C.Cl (myrcene hydrochloride), OC\C(\C)=C/CCC(C)CCO (hydroxycitronellol), CC(CCCC(C)(C)O)CC=O (hydroxycitronellal), CC(C)=CCC\C(\C)=C\CO (geraniol), OC\C=C(/CCC=C(C)C)\C (nerol). Yields the product CC(C)=CCCC(C)CCO (citronellol). RXN SMILES: O[CH2:2]/[C:3](=[CH:5]\[CH2:6][CH2:7][CH:8]([CH2:10][CH2:11][OH:12])[CH3:9])/[CH3:4].CC(CC=O)CCCC(O)(C)C.CC(=CCC/C(=C/CO)/C)C.OC/C=C(/C)\CCC=C(C)C.CC1(C)C2CC1CCC2=C.CC(C)=CCCC(C=C)=C.Cl>>[CH3:2][C:3](=[CH:5][CH2:6][CH2:7][CH:8]([CH2:10][CH2:11][OH:12])[CH3:9])[CH3:4] |f:5.6|. Procedure details: A primary use for hydroxycitronellol is as an intermediate in the synthesis of hydroxycitronellal, (7-hydroxy-3,7-dimethyloctan-1-al), a widely used perfumery material. Conventionally, in this synthesis, a mixture of geraniol and nerol is prepared from beta-pinene via myrcene hydrochloride and is partially hydrogenated to produce citronellol. Citronellol is then hydrated under acid conditions to produce hydroxycitronellol. It has also been made from myrcene by preparing the dihydrochloride and t... The reactants are CS(=O)(=O)C=1C=C(C(=O)O)C=CC1OC1=NNC(C=C1)=O (3-methylsulfonyl-4-(1,6-dihydro-6-oxo-3-pyridazinyloxy)benzoic acid), C(=O)(N1C=NC=C1)N1C=NC=C1 (carbonyldiimidazole), NC(=N)N (guanidine). The solvent is C1CCOC1 (THF). Conditions: time 2 hour. The product is NC(=NC(C1=CC(=C(C=C1)OC1=NNC(C=C1)=O)S(=O)(=O)C)=O)N (N-diaminomethylene-3-methylsulfonyl-4-(1,6-dihydro-6-oxo-3-pyridazinyloxy)benzamide). RXN SMILES: [CH3:1][S:2]([C:5]1[CH:6]=[C:7]([CH:11]=[CH:12][C:13]=1[O:14][C:15]1[CH:20]=[CH:19][C:18](=[O:21])[NH:17][N:16]=1)[C:8](O)=[O:9])(=[O:4])=[O:3].C(N1C=CN=C1)(N1C=CN=C1)=O.[NH2:34][C:35]([NH2:37])=[NH:36]>C1COCC1>[NH2:36][C:35]([NH2:37])=[N:34][C:8](=[O:9])[C:7]1[CH:11]=[CH:12][C:13]([O:14][C:15]2[CH:20]=[CH:19][C:18](=[O:21])[NH:17][N:16]=2)=[C:5]([S:2]([CH3:1])(=[O:4])=[O:3])[CH:6]=1. Procedure: A solution of 540 mg of 3-methylsulfonyl-4-(1,6-dihydro-6-oxo-3-pyridazinyloxy)benzoic acid [obtainable by reacting 3-methylsulfonyl-4-chlorobenzoic acid with 3-trimethylsilyl-oxy-6-oxo-1,6-dihydropyridazine] and 300 mg of carbonyldiimidazole in 15 ml of THF is stirred at room temperature for 2 hours, and 383 mg of guanidine are then added to it. This mixture is then stirred for a further two hours. After the customary working-up, N-diaminomethylene-3-methylsulfonyl-4-(1,6-dihydro-6-oxo-3-pyrida... Reactants: C(C1=CC=CC=C1)C1CCNCC1 (4-benzylpiperidine), C(C1=CC=CC=C1)OC1=C(C=C(OCCBr)C=C1)[N+](=O)[O-] (2-(4-benzyloxy-3-nitrophenoxy)ethyl bromide). Run in C1(=CC=CC=C1)C (toluene). Yields the product C(C1=CC=CC=C1)C1CCN(CC1)CCOC1=CC(=C(C=C1)OCC1=CC=CC=C1)[N+](=O)[O-] (4-benzyl-1-(2-(4-benzyloxy-3-nitrophenoxy)ethyl)piperidine). Yield: 77.1%. Reaction SMILES: [CH2:1]([CH:8]1[CH2:13][CH2:12][NH:11][CH2:10][CH2:9]1)[C:2]1[CH:7]=[CH:6][CH:5]=[CH:4][CH:3]=1.[CH2:14]([O:21][C:22]1[CH:31]=[CH:30][C:25]([O:26][CH2:27][CH2:28]Br)=[CH:24][C:23]=1[N+:32]([O-:34])=[O:33])[C:15]1[CH:20]=[CH:19][CH:18]=[CH:17][CH:16]=1>C1(C)C=CC=CC=1>[CH2:1]([CH:8]1[CH2:13][CH2:12][N:11]([CH2:28][CH2:27][O:26][C:25]2[CH:30]=[CH:31][C:22]([O:21][CH2:14][C:15]3[CH:20]=[CH:19][CH:18]=[CH:17][CH:16]=3)=[C:23]([N+:32]([O-:34])=[O:33])[CH:24]=2)[CH2:10][CH2:9]1)[C:2]1[CH:7]=[CH:6][CH:5]=[CH:4][CH:3]=1. Reported procedure: From a mixture of 4-benzylpiperidine (2.68 9, 15.1 mmol), 2-(4-benzyloxy-3-nitrophenoxy)ethyl bromide (2.65 g, 7.52 mmol) and KI (110 mg) in toluene (25 mL) was obtained 2.59 g (77%) of 4-benzyl-1-(2-(4-benzyloxy-3-nitrophenoxy)ethyl)piperidine as an orange-yellow oil. 1H NMR (CDCl3): 1.30-1.42 (m, 2H), 1.50-1.60 (m, 1H), 1.64-1.68 (m, 2H), 2.02-2.10 (m, 2H), 2.547 (d, 2H, J=7), 2.777 (t, 2H, T=6), 2.95-3.00 (m, 2H), 4.085 (t, 2H, J=6), 5.181 (s, 2H), 7.02-7.46 (m, 8H).